This data is from the Open Reaction Database (ORD), a public repository of structured organic reaction records. The task is: describe an organic reaction: reactants, conditions, products, and yield Starting materials: aromatic ring, COC=1C=CC=C2COC(=O)C12 (7-methoxyphthalide), COC=1C=C(CO)C=CC1 (m-methoxybenzyl alcohol), COC=1C=C2COC(=O)C2=CC1 (5-methoxyphthalide). Product: OC=1C=C2COC(=O)C2=CC1 (5-hydroxyphthalide). Reaction SMILES: COC1C=C(C=CC=1)CO.C[O:12][C:13]1[CH:14]=[C:15]2[C:20](=[CH:21][CH:22]=1)[C:18](=[O:19])[O:17][CH2:16]2.COC1C=CC=C2C=1C(=O)OC2>>[OH:12][C:13]1[CH:14]=[C:15]2[C:20](=[CH:21][CH:22]=1)[C:18](=[O:19])[O:17][CH2:16]2. Procedure: The reactions are also highly stereo- and regiospecific. Thus, thallation-carbonylation of cis- and trans-2-phenylcyclohexanoles (examples 7 and 8) provide exclusively the cis and trans fused tricyclic lactones respectively. Substituents on the aromatic ring are also observed to effect a very pronounced directive effect. For example, thallation-carbonylation of m-methoxybenzyl alcohol affords the 5-methoxyphthalide in 89% yield and only a trace of the 7-methoxyphthalide (example 4). Similarly, m... Procedure: A 15 mL round bottom flask was charged with (+)-(4aR)-(10bR)-4-methyl-8-bromo-10b-methyl-1,2,3,4,4a,5,6,10b-octahydrobenzo[f]quinolin-3-one (200 mg, 0.65 mmol), tetrakis(triphenylphosphine)palladium(0) (23 mg, 0.02 mmol), 3,4-methylenedioxyphenyl boronic acid (131 mg, 0.78 mmol), 0.65 mL of 2M sodium carbonate solution and 2 mL of THF, fitted with a reflux condenser, and the stirred mixture was heated at 80°, under nitrogen, for 24 h. The mixture was cooled, diluted with chloroform (50 mL) and w... The reagents and catalysts are C=1C=CC(=CC1)[P](C=2C=CC=CC2)(C=3C=CC=CC3)[Pd]([P](C=4C=CC=CC4)(C=5C=CC=CC5)C=6C=CC=CC6)([P](C=7C=CC=CC7)(C=8C=CC=CC8)C=9C=CC=CC9)[P](C=1C=CC=CC1)(C=1C=CC=CC1)C=1C=CC=CC1 (tetrakis(triphenylphosphine)palladium(0)). Yield: 57.2%. Yields the product CN1C(CC[C@@]2(C3=C(CC[C@@H]12)C=C(C=C3)C3=CC1=C(C=C3)OCO1)C)=O ((+)-(4aR)-(10bR)-4-methyl-8-(3,4-methylenedioxyphenyl)-10b-methyl-1,2,3,4,4a,5,6,10b-octahydrobenzo[f]quinolin-3-one). Run in C(Cl)(Cl)Cl (chloroform). Starting materials: CN1C(CC[C@@]2(C3=C(CC[C@@H]12)C=C(C=C3)Br)C)=O ((+)-(4aR)-(10bR)-4-methyl-8-bromo-10b-methyl-1,2,3,4,4a,5,6,10b-octahydrobenzo[f]quinolin-3-one), C1OC=2C=C(C=CC2O1)B(O)O (3,4-methylenedioxyphenyl boronic acid), C([O-])([O-])=O.[Na+].[Na+] (sodium carbonate), C1CCOC1 (THF). Reaction SMILES: [CH3:1][N:2]1[C@H:11]2[C@@:6]([CH3:17])([C:7]3[CH:15]=[CH:14][C:13](Br)=[CH:12][C:8]=3[CH2:9][CH2:10]2)[CH2:5][CH2:4][C:3]1=[O:18].[CH2:19]1[O:27][C:26]2[CH:25]=[CH:24][C:23](B(O)O)=[CH:22][C:21]=2[O:20]1.C(=O)([O-])[O-].[Na+].[Na+].C1COCC1>C(Cl)(Cl)Cl.C1C=CC([P]([Pd]([P](C2C=CC=CC=2)(C2C=CC=CC=2)C2C=CC=CC=2)([P](C2C=CC=CC=2)(C2C=CC=CC=2)C2C=CC=CC=2)[P](C2C=CC=CC=2)(C2C=CC=CC=2)C2C=CC=CC=2)(C2C=CC=CC=2)C2C=CC=CC=2)=CC=1>[CH3:1][N:2]1[C@H:11]2[C@@:6]([CH3:17])([C:7]3[CH:15]=[CH:14][C:13]([C:24]4[CH:23]=[CH:22][C:21]5[O:20][CH2:19][O:27][C:26]=5[CH:25]=4)=[CH:12][C:8]=3[CH2:9][CH2:10]2)[CH2:5][CH2:4][C:3]1=[O:18] |f:2.3.4,^1:49,51,70,89|.